From a dataset of the Open Reaction Database (ORD), a public repository of structured organic reaction records. describe an organic reaction: reactants, conditions, products, and yield The reactants are ClC1=NC=NC2=CC(=CC(=C12)N1CCN(CC1)C)OCCN1CCCC1 (4chloro-5-(4-methylpiperazin-1-yl)-7-(2-pyrrolidin-1-ylethoxy)quinazoline), Cl.ClC1=C(N)C=C(C=C1)OC (2-chloro-5-methoxyaniline hydrochloride), solution, Cl (hydrogen chloride). The solvent is C(C)(C)O (isopropanol). Yields the product Cl.Cl.Cl.ClC1=C(NC2=NC=NC3=CC(=CC(=C23)N2CCN(CC2)C)OCCN2CCCC2)C=C(C=C1)OC (4-(2-chloro-5-methoxyanilino)-5-(4-methylpiperazin-1-yl)-7-(2-pyrrolidin-1-ylethoxy)quinazoline trihydrochloride). As a reaction SMILES: [Cl:1][C:2]1[C:11]2[C:6](=[CH:7][C:8]([O:19][CH2:20][CH2:21][N:22]3[CH2:26][CH2:25][CH2:24][CH2:23]3)=[CH:9][C:10]=2[N:12]2[CH2:17][CH2:16][N:15]([CH3:18])[CH2:14][CH2:13]2)[N:5]=[CH:4][N:3]=1.[ClH:27].[Cl:28][C:29]1[CH:35]=[CH:34][C:33]([O:36][CH3:37])=[CH:32][C:30]=1[NH2:31].Cl>C(O)(C)C>[ClH:1].[ClH:28].[ClH:27].[Cl:28][C:29]1[CH:35]=[CH:34][C:33]([O:36][CH3:37])=[CH:32][C:30]=1[NH:31][C:2]1[C:11]2[C:6](=[CH:7][C:8]([O:19][CH2:20][CH2:21][N:22]3[CH2:23][CH2:24][CH2:25][CH2:26]3)=[CH:9][C:10]=2[N:12]2[CH2:13][CH2:14][N:15]([CH3:18])[CH2:16][CH2:17]2)[N:5]=[CH:4][N:3]=1 |f:1.2,5.6.7.8|. Procedure: Using an analogous procedure to that described in Example 5, 4chloro-5-(4-methylpiperazin-1-yl)-7-(2-pyrrolidin-1-ylethoxy)quinazoline (0.11 g) was reacted with 2-chloro-5-methoxyaniline hydrochloride (0.064 g) in the presence of a 6M solution of hydrogen chloride in isopropanol (0.05 ml) to give the title compound, as a trihydrochloride salt (0.092 g), a portion of which was converted into the free base using an analogous procedure to that described in Example 3. The free base gave the followin... The reactants are C(CCC)O (n-butanol), [H][H] (hydrogen), Ni Mo, C(C#CC)(O)O (butynediol). Yields the product C(C#CC)(O)O (butynediol), C(CCCO)O (1,4-butanediol). Reaction SMILES: [CH:1]([OH:6])([OH:5])[C:2]#[C:3][CH3:4].[H][H].[CH2:9]([OH:13])[CH2:10][CH2:11][CH3:12]>>[CH:1]([OH:6])([OH:5])[C:2]#[C:3][CH3:4].[CH2:12]([OH:5])[CH2:11][CH2:10][CH2:9][OH:13]. Reported procedure: The procedure of Example 5 was repeated with 5 g of Raney Ni/Mo being installed. 100 g/h of butynediol solution were hydrogenated at a reactor temperature of about 122° C., 20 bar and 300 l/h of hydrogen. At a space velocity of liquid of 225 m3/m2·h and a kLa of 0.3 s−1 and complete butynediol conversion, n-butanol contents in the product of 2.2-2.7% by weight were obtained, with the 1,4-butanediol content being 77% by weight and the remainder being intermediates. After increasing the space velo...